Dataset: the Open Reaction Database (ORD), a public repository of structured organic reaction records. Task: describe an organic reaction: reactants, conditions, products, and yield Starting materials: NC1=NC(=CC(=N1)C(=O)NC(C)C=1C=NC(=C(C1)F)OCC(F)(F)F)C (2-amino-N-(1-(5-fluoro-6-(2,2,2-trifluoroethoxy)pyridin-3-yl)ethyl)-6-methylpyrimidine-4-carboxamide), C1(CCC1)C(=O)Cl (cyclobutanecarbonyl chloride). Procedure: The title compound is prepared from 2-amino-N-(1-(5-fluoro-6-(2,2,2-trifluoroethoxy)pyridin-3-yl)ethyl)-6-methylpyrimidine-4-carboxamide (20 mg, 0.05 mmol, Step-1, single enantiomer) and cyclobutanecarbonyl chloride (13 mg, 0.1 mmol) according to the procedure similar to that described in Step-2 of Example 8. Product: C1(CCC1)C(=O)NC1=NC(=CC(=N1)C(=O)NC(C)C=1C=NC(=C(C1)F)OCC(F)(F)F)C (2-(cyclobutanecarboxamido)-N-(1-(5-fluoro-6-(2,2,2-trifluoroethoxy)pyridin-3-yl)ethyl)-6-methylpyrimidine-4-carboxamide). Reaction SMILES: [NH2:1][C:2]1[N:7]=[C:6]([C:8]([NH:10][CH:11]([C:13]2[CH:14]=[N:15][C:16]([O:20][CH2:21][C:22]([F:25])([F:24])[F:23])=[C:17]([F:19])[CH:18]=2)[CH3:12])=[O:9])[CH:5]=[C:4]([CH3:26])[N:3]=1.[CH:27]1([C:31](Cl)=[O:32])[CH2:30][CH2:29][CH2:28]1>>[CH:27]1([C:31]([NH:1][C:2]2[N:7]=[C:6]([C:8]([NH:10][CH:11]([C:13]3[CH:14]=[N:15][C:16]([O:20][CH2:21][C:22]([F:24])([F:23])[F:25])=[C:17]([F:19])[CH:18]=3)[CH3:12])=[O:9])[CH:5]=[C:4]([CH3:26])[N:3]=2)=[O:32])[CH2:30][CH2:29][CH2:28]1. The reactants are CC(=O)[O-], CC(=O)[O-], ClCCl, [Cu+2], OB(O)c1ccc(F)c(Cl)c1, CC(CO)NC(C)c1ccccc1, c1ccncc1. Yields the product CC(CO)N(c1ccc(F)c(Cl)c1)C(C)c1ccccc1. Reaction SMILES: [C:34]([O-:35])(=[O:36])[CH3:37].[C:39]([O-:40])(=[O:41])[CH3:42].[Cl:31][CH2:32][Cl:33].[Cu+2:38].[F:20][c:21]1[c:22]([Cl:30])[cH:23][c:24]([B:27]([OH:28])[OH:29])[cH:25][cH:26]1.[c:1]1([CH:7]([CH3:8])[NH:9][CH:10]([CH2:11][OH:12])[CH3:13])[cH:2][cH:3][cH:4][cH:5][cH:6]1.[cH:14]1[cH:15][cH:16][n:17][cH:18][cH:19]1>>[c:1]1([CH:7]([CH3:8])[N:9]([CH:10]([CH2:11][OH:12])[CH3:13])[c:24]2[cH:23][c:22]([Cl:30])[c:21]([F:20])[cH:26][cH:25]2)[cH:2][cH:3][cH:4][cH:5][cH:6]1. Reactants: COS(C)(=O)=S, CCO, O, O=C(O)Cc1ccccc1S. The product is CSSc1ccccc1CC(=O)O. RXN SMILES: [CH3:12][S:13](=[S:14])([O:15][CH3:16])=[O:17].[CH3:19][CH2:20][OH:21].[OH2:18].[SH:1][c:2]1[c:3]([CH2:8][C:9](=[O:10])[OH:11])[cH:4][cH:5][cH:6][cH:7]1>>[S:1]([c:2]1[c:3]([CH2:8][C:9](=[O:10])[OH:11])[cH:4][cH:5][cH:6][cH:7]1)[S:13][CH3:12]. Procedure details: To a suspension of 1.54 g (6 mmol) of 4-(5-trifluoromethyl-1,2,4-oxadiazol-3-yl)-2,6-dimethylphenol, 1.2 g (1.2 eq) of 2-methoxy-5-(3-hydroxypropyl)-pyridine, 1.9 g (1.2 eq) of triphenylphosphine in 50 ml of methylene chloride under nitrogen at 5° C. was added in portions 1.22 g (1.2 eq) of DEAD. The mixture was stirred at room temperature for 20 h, concentrated in vacuo, the residue was triturated with ether, and filtered. The crude product was purified by MPLC (50 id, Kreselgel 60 column, hexa... As a reaction SMILES: [F:1][C:2]([F:18])([F:17])[C:3]1[O:7][N:6]=[C:5]([C:8]2[CH:13]=[C:12]([CH3:14])[C:11]([OH:15])=[C:10]([CH3:16])[CH:9]=2)[N:4]=1.[CH3:19][O:20][C:21]1[CH:26]=[CH:25][C:24]([CH2:27][CH2:28][CH2:29]O)=[CH:23][N:22]=1.C1(P(C2C=CC=CC=2)C2C=CC=CC=2)C=CC=CC=1.CCOC(/N=N/C(OCC)=O)=O>C(Cl)Cl>[CH3:19][O:20][C:21]1[CH:26]=[CH:25][C:24]([CH2:27][CH2:28][CH2:29][O:15][C:11]2[C:12]([CH3:14])=[CH:13][C:8]([C:5]3[N:4]=[C:3]([C:2]([F:17])([F:1])[F:18])[O:7][N:6]=3)=[CH:9][C:10]=2[CH3:16])=[CH:23][N:22]=1. The yield is 81.8%. Reactants: CCOC(=O)/N=N/C(=O)OCC (DEAD), FC(C1=NC(=NO1)C1=CC(=C(C(=C1)C)O)C)(F)F (4-(5-trifluoromethyl-1,2,4-oxadiazol-3-yl)-2,6-dimethylphenol), COC1=NC=C(C=C1)CCCO (2-methoxy-5-(3-hydroxypropyl)-pyridine), C1(=CC=CC=C1)P(C1=CC=CC=C1)C1=CC=CC=C1 (triphenylphosphine). Product: COC1=NC=C(C=C1)CCCOC1=C(C=C(C=C1C)C1=NOC(=N1)C(F)(F)F)C (2-methoxy-5-[3-[4-(5-trifluoromethyl-1,2,4-oxadiazol-3-yl)-2,6-dimethylphenoxy]-propyl]-pyridine). Reaction conditions: time 20 hour. Solvent: C(Cl)Cl (methylene chloride). Starting materials: CC#N, ClCCl, COC(=O)Cc1cccc(S(=O)(=O)Cl)c1, N. Yields the product COC(=O)Cc1cccc(S(N)(=O)=O)c1. As a reaction SMILES: [CH3:20][C:21]#[N:22].[Cl:17][CH2:18][Cl:19].[Cl:2][S:3](=[O:4])(=[O:5])[c:6]1[cH:7][c:8]([CH2:12][C:13](=[O:14])[O:15][CH3:16])[cH:9][cH:10][cH:11]1.[NH3:1]>>[NH2:1][S:3](=[O:4])(=[O:5])[c:6]1[cH:7][c:8]([CH2:12][C:13](=[O:14])[O:15][CH3:16])[cH:9][cH:10][cH:11]1. Starting materials: COC(=O)c1ccc(C(C)NC(=O)c2cc(Cl)cnc2Cl)cc1, Oc1c(F)cccc1F. The product is COC(=O)c1ccc(C(C)NC(=O)c2cc(Cl)cnc2Oc2c(F)cccc2F)cc1. RXN SMILES: [Cl:1][c:2]1[n:3][cH:4][c:5]([Cl:23])[cH:6][c:7]1[C:8](=[O:9])[NH:10][CH:11]([CH3:12])[c:13]1[cH:14][cH:15][c:16]([C:17](=[O:18])[O:19][CH3:20])[cH:21][cH:22]1.[F:24][c:25]1[c:26]([OH:32])[c:27]([F:31])[cH:28][cH:29][cH:30]1>>[c:2]1([O:32][c:26]2[c:25]([F:24])[cH:30][cH:29][cH:28][c:27]2[F:31])[n:3][cH:4][c:5]([Cl:23])[cH:6][c:7]1[C:8](=[O:9])[NH:10][CH:11]([CH3:12])[c:13]1[cH:14][cH:15][c:16]([C:17](=[O:18])[O:19][CH3:20])[cH:21][cH:22]1. Starting materials: C(C)OC(C(O)C1=CC=C(C=C1)N1N=CC=C1)=O (4-(pyrazol-1-yl) mandelic acid ethyl ester), S(=O)(Cl)Cl (thionyl chloride). The product is C(C)OC(C(Cl)C1=CC=C(C=C1)N1N=CC=C1)=O (α-chloro-4-(pyrazol-1-yl) phenylacetic acid ethyl ester). As a reaction SMILES: [CH2:1]([O:3][C:4](=[O:18])[CH:5]([C:7]1[CH:12]=[CH:11][C:10]([N:13]2[CH:17]=[CH:16][CH:15]=[N:14]2)=[CH:9][CH:8]=1)O)[CH3:2].S(Cl)([Cl:21])=O>>[CH2:1]([O:3][C:4](=[O:18])[CH:5]([C:7]1[CH:12]=[CH:11][C:10]([N:13]2[CH:17]=[CH:16][CH:15]=[N:14]2)=[CH:9][CH:8]=1)[Cl:21])[CH3:2]. Procedure details: The starting compound is obtained in the following manner: 2.46 g (10 mmoles) of 4-(pyrazol-1-yl) mandelic acid ethyl ester and 10 ml of thionyl chloride are heated to 40° C. for 10 minutes, the excess thionyl chloride is distilled off. α-chloro-4-(pyrazol-1-yl) phenylacetic acid ethyl ester (oil) is obtained. Starting materials: Cc1cccc2c1nc(COc1ccc(Cl)cc1)n2CCC(C)C(=O)O, CN(C)C=O, C(=NC1CCCCC1)=NC1CCCCC1, NCCCN1CCCCC1, On1nnc2ccccc21. The product is Cc1cccc2c1nc(COc1ccc(Cl)cc1)n2CCC(C)C(=O)NCCCN1CCCCC1. RXN SMILES: [C:1](=[O:2])([OH:3])[CH:4]([CH2:5][CH2:6][n:7]1[c:8]([CH2:17][O:18][c:19]2[cH:20][cH:21][c:22]([Cl:25])[cH:23][cH:24]2)[n:9][c:10]2[c:11]1[cH:12][cH:13][cH:14][c:15]2[CH3:16])[CH3:26].[CH3:62][N:63]([CH3:64])[CH:65]=[O:66].[CH:47]1([N:48]=[C:49]=[N:50][CH:51]2[CH2:52][CH2:53][CH2:54][CH2:55][CH2:56]2)[CH2:57][CH2:58][CH2:59][CH2:60][CH2:61]1.[NH2:27][CH2:28][CH2:29][CH2:30][N:31]1[CH2:32][CH2:33][CH2:34][CH2:35][CH2:36]1.[OH:37][n:38]1[c:39]2[cH:40][cH:41][cH:42][cH:43][c:44]2[n:45][n:46]1>>[C:1](=[O:2])([CH:4]([CH2:5][CH2:6][n:7]1[c:8]([CH2:17][O:18][c:19]2[cH:20][cH:21][c:22]([Cl:25])[cH:23][cH:24]2)[n:9][c:10]2[c:11]1[cH:12][cH:13][cH:14][c:15]2[CH3:16])[CH3:26])[NH:27][CH2:28][CH2:29][CH2:30][N:31]1[CH2:32][CH2:33][CH2:34][CH2:35][CH2:36]1. Reactants: O[C@@H](CN(NC(=O)OC(C)(C)C)CC1=CC=CC=C1)[C@H](CC1=CC=CC=C1)NC([C@@H](NC(=O)C1=NC2=CC=CC=C2C=C1)CC(N)=O)=O (1-[2(S)-hydroxy-3(S)-(N-(quinoline-2-carbonyl)-(L)-asparaginyl)amino-4-phenyl-butyl]-1-[phenylmethyl]-2-[tert-butoxycarbonyl]-hydrazine). The solvent is C(=O)O (formic acid). Run at time 16 hour. Product: O[C@@H](CN(N)CC1=CC=CC=C1)[C@H](CC1=CC=CC=C1)NC([C@@H](NC(=O)C1=NC2=CC=CC=C2C=C1)CC(N)=O)=O (1-[2(S)-Hydroxy-3(S)-(N-(quinoline-2-carbonyl)-(L)-asparaginyl)amino-4-phenylbutyl]-1-[phenylmethyl]-hydrazine). Reaction SMILES: [OH:1][C@H:2]([C@@H:20]([NH:28][C:29](=[O:48])[C@H:30]([CH2:44][C:45](=[O:47])[NH2:46])[NH:31][C:32]([C:34]1[CH:43]=[CH:42][C:41]2[C:36](=[CH:37][CH:38]=[CH:39][CH:40]=2)[N:35]=1)=[O:33])[CH2:21][C:22]1[CH:27]=[CH:26][CH:25]=[CH:24][CH:23]=1)[CH2:3][N:4]([CH2:13][C:14]1[CH:19]=[CH:18][CH:17]=[CH:16][CH:15]=1)[NH:5]C(OC(C)(C)C)=O>C(O)=O>[OH:1][C@H:2]([C@@H:20]([NH:28][C:29](=[O:48])[C@H:30]([CH2:44][C:45](=[O:47])[NH2:46])[NH:31][C:32]([C:34]1[CH:43]=[CH:42][C:41]2[C:36](=[CH:37][CH:38]=[CH:39][CH:40]=2)[N:35]=1)=[O:33])[CH2:21][C:22]1[CH:27]=[CH:26][CH:25]=[CH:24][CH:23]=1)[CH2:3][N:4]([CH2:13][C:14]1[CH:15]=[CH:16][CH:17]=[CH:18][CH:19]=1)[NH2:5]. Procedure: 1.0 g (1.53 mmol) of 1-[2(S)-hydroxy-3(S)-(N-(quinoline-2-carbonyl)-(L)-asparaginyl)amino-4-phenyl-butyl]-1-[phenylmethyl]-2-[tert-butoxycarbonyl]-hydrazine (Example 100 B) is dissolved in 10 ml of formic acid under protective gas and stirred for 16 h at RT. The formic acid is removed by evaporation under HV, the residue is partitioned between 3 portions of ethyl acetate, saturated NaHCO3 solution and brine, and the organic phases are dried with Na2SO4 and concentrated by evaporation to yield th...